Task: describe an organic reaction: reactants, conditions, products, and yield. Dataset: the Open Reaction Database (ORD), a public repository of structured organic reaction records Starting materials: NC=1C(=NC(=CC1Br)C(CCl)=O)Cl (3-amino-4-bromo-2-chloro-6-chloroacetylpyridine), [BH4-].[Na+] (NaBH4), [BH4-].[Na+] (NaBH4). Run in CO (methanol). Run at temperature 0 celsius, time 10 minute. Yields the product ClCC(O)C1=CC(=C(C(=N1)Cl)N)Br (2-Chloro-1-(3-amino-4-bromo-2-chloro-6-pyridyl)-ethanol). As a reaction SMILES: [NH2:1][C:2]1[C:3]([Cl:13])=[N:4][C:5]([C:9](=[O:12])[CH2:10][Cl:11])=[CH:6][C:7]=1[Br:8].[BH4-].[Na+]>CO>[Cl:11][CH2:10][CH:9]([C:5]1[N:4]=[C:3]([Cl:13])[C:2]([NH2:1])=[C:7]([Br:8])[CH:6]=1)[OH:12] |f:1.2|. Reported procedure: 1 g (4.52 mmol) of 3-amino-4-bromo-2-chloro-6-chloroacetylpyridine are suspended in 15 ml of methanol, the suspension is cooled to 0° C. and 133 mg (3.52 mmol) of NaBH4 are added. After 10 minutes, the mixture is poured onto water, excess NaBH4 is destroyed by acidification with HCl and the mixture is neutralized again with NaHCO3. After extraction with CH2Cl2 and evaporation of the solvent, 1 g (99% of theory) is obtained as the residue. The reactants are Cl (HCl), [Na+].[Cl-] (NaCl), CC1=C(C=CC2=C1C=CO2)C=O (4-Methylbenzofuran-5-carboxaldehyde), ClC1=CC=CC=C1C(=O)OO (chloroperbenzoic acid), [OH-].[Na+] (NaOH). The solvent is C(C)(=O)OCC (ethyl acetate), C(Cl)Cl (methylene chloride). Reaction conditions: time 20 minute. The product is O1C(CC2=C1C=CC=C2)O (dihydrobenzofuranol). RXN SMILES: C[C:2]1[C:7]2[CH:8]=[CH:9][O:10][C:6]=2[CH:5]=[CH:4][C:3]=1C=O.ClC1C(C(OO)=[O:21])=CC=CC=1.[OH-].[Na+].Cl.[Na+].[Cl-]>C(Cl)Cl.C(OCC)(=O)C>[O:10]1[C:6]2[CH:5]=[CH:4][CH:3]=[CH:2][C:7]=2[CH2:8][CH:9]1[OH:21] |f:2.3,5.6|. Procedure: To a solution of 34 (33.06 g, 206 mmol) in methylene chloride (580 mL) was added 80% m chloroperbenzoic acid (52.0 g, 211 mmol) and the mixture heated at reflux for 17 hours. The reaction mixture was allowed to cool, diluted with ethyl acetate (580 mL) and extracted with 5% NaHCO3 (2×725 mL). The aqueous layers were back extracted with additional portions of ethyl acetate (290 mL) and the combined organic layers dried (MgSO4) and concentrated. The resulting yellow oil (47 ) was taken up in metha... Starting materials: ClC(=O)OCC1=CC=C(C=C1)[N+](=O)[O-] (p-nitrobenzyl chloroformate), C(C)(=O)O (Acetic acid), C(CCC)[Li] (n-butyl lithium), OC(C)(C)[C@@H]1C(N([C@@H]1CC=C)C(C(=O)OC)=C(C)C)=O (methyl 2-[(3R, 4R)-3-(1-hydroxy-1-methylethyl)-2-oxo-4-allylazetidin-1-yl]-3-methylbut-2-enoate). Solvent: O1CCCC1 (tetrahydrofuran), O1CCCC1 (tetrahydrofuran). Run at temperature -70 celsius, time 15 minute. The product is CC(=C(C(=O)OC)N1C([C@H]([C@H]1CC=C)C(C)(OC(=O)OCC1=CC=C(C=C1)[N+](=O)[O-])C)=O)C (methyl 3-methyl-2-[(3R,4R)-3-[1-methyl-1-(4-nitrobenzyloxycarbonyloxy)ethyl]-2-oxo-4-allylazetidin-1-yl]but-2-enoate). Isolated yield 50.1%. As a reaction SMILES: C([Li])CCC.[OH:6][C:7]([C@H:10]1[C@@H:13]([CH2:14][CH:15]=[CH2:16])[N:12]([C:17](=[C:22]([CH3:24])[CH3:23])[C:18]([O:20][CH3:21])=[O:19])[C:11]1=[O:25])([CH3:9])[CH3:8].Cl[C:27]([O:29][CH2:30][C:31]1[CH:36]=[CH:35][C:34]([N+:37]([O-:39])=[O:38])=[CH:33][CH:32]=1)=[O:28].C(O)(=O)C>O1CCCC1>[CH3:23][C:22]([CH3:24])=[C:17]([N:12]1[C@H:13]([CH2:14][CH:15]=[CH2:16])[C@H:10]([C:7]([CH3:9])([O:6][C:27]([O:29][CH2:30][C:31]2[CH:32]=[CH:33][C:34]([N+:37]([O-:39])=[O:38])=[CH:35][CH:36]=2)=[O:28])[CH3:8])[C:11]1=[O:25])[C:18]([O:20][CH3:21])=[O:19]. Procedure details: A solution of n-butyl lithium (0.46 ml of 1.38 M solution in hexane) was added to a solution of methyl 2-[(3R, 4R)-3-(1-hydroxy-1-methylethyl)-2-oxo-4-allylazetidin-1-yl]-3-methylbut-2-enoate (150 mg) in tetrahydrofuran (3 ml) at -70° C. and the mixture was stirred for 15 minutes at -70° C. A solution of p-nitrobenzyl chloroformate (161 mg) in tetrahydrofuran (3.2 ml) was added to the reaction mixture at -70° C. and the mixture was stirred for 10 minutes at -70° C. The mixture was allowed to war...